Dataset: the Open Reaction Database (ORD), a public repository of structured organic reaction records. Task: describe an organic reaction: reactants, conditions, products, and yield Starting materials: BrC=1C(=C(C(=O)O)C(=CC1)OC)O (3-Bromo-2-hydroxy-6-methoxybenzoic acid). The solvent is N1=CC=CC2=CC=CC=C12 (quinoline). Yields the product BrC1=C(C=C(C=C1)OC)O (1-Bromo-2-hydroxy-4-methoxybenzene). As a reaction SMILES: [Br:1][C:2]1[C:3]([OH:13])=[C:4]([C:8]([O:11][CH3:12])=[CH:9][CH:10]=1)C(O)=O>N1C2C(=CC=CC=2)C=CC=1>[Br:1][C:2]1[CH:10]=[CH:9][C:8]([O:11][CH3:12])=[CH:4][C:3]=1[OH:13]. Reported procedure: 3-Bromo-2-hydroxy-6-methoxybenzoic acid [T. de Paulis et. al., J. Med. Chem., (1985), 28, 1263-1269] (5 g, 0.02 mol) was heated in quinoline (200 mL) at 160° C. for 1 h. On cooling, the product was partitioned between Et2O and 3M HCl. The organic extract was washed with water and brine then dried (MgSO4), filtered and evaporated to give the title compound which was recrystallized from 5% ethyl acetate/hexane (4 g, 97%); m.p. 40°-42° C. Anal. Calc. for C7H7 BrO2 : C, 41.41; H, 3.48. Found C, 41.3... The reactants are C(C)OC1=NC=C(C(=O)O)C=C1 (6-ethoxy-nicotinic acid), C1=CN(C=N1)C(=O)N2C=CN=C2 (CDI), CN(C=O)C (dimethylformamide), CS(=O)(=O)O.NCC=1C=C2C(N(C(C2=CC1)=O)C1C(NC(CC1)=O)=O)=O (5-aminomethyl-2-(2,6-dioxo-piperidin-3-yl)-isoindole-1,3-dione methane sulfonate). Run in O (water). Conditions: temperature 40 celsius, time 1 hour. Yields the product O=C1NC(CCC1N1C(C2=CC=C(C=C2C1=O)CNC(C1=CN=C(C=C1)OCC)=O)=O)=O (N-[2-(2,6-dioxo-piperidin-3-yl)-1,3-dioxo-2,3-dihydro-1H-isoindol-5-ylmethyl]-6-ethoxy-nicotinamide). The yield is 84.8%. As a reaction SMILES: [CH2:1]([O:3][C:4]1[CH:12]=[CH:11][C:7]([C:8]([OH:10])=O)=[CH:6][N:5]=1)[CH3:2].C1N=CN(C(N2C=NC=C2)=O)C=1.CN(C)C=O.CS(O)(=O)=O.[NH2:35][CH2:36][C:37]1[CH:38]=[C:39]2[C:43](=[CH:44][CH:45]=1)[C:42](=[O:46])[N:41]([CH:47]1[CH2:52][CH2:51][C:50](=[O:53])[NH:49][C:48]1=[O:54])[C:40]2=[O:55]>O>[O:54]=[C:48]1[CH:47]([N:41]2[C:40](=[O:55])[C:39]3[C:43](=[CH:44][CH:45]=[C:37]([CH2:36][NH:35][C:8](=[O:10])[C:7]4[CH:11]=[CH:12][C:4]([O:3][CH2:1][CH3:2])=[N:5][CH:6]=4)[CH:38]=3)[C:42]2=[O:46])[CH2:52][CH2:51][C:50](=[O:53])[NH:49]1 |f:3.4|. Reported procedure: A stirred mixture of 6-ethoxy-nicotinic acid (0.50 g, 3.00 mmol) and CDI (0.54 g, 3.30 mmol) in NAN-dimethylformamide (20 mL) was heated to 40° C. under nitrogen. After 1 h, 5-aminomethyl-2-(2,6-dioxo-piperidin-3-yl)-isoindole-1,3-dione methane sulfonate (1.15 g, 3.00 mmol) was added and the mixture was heated at 40° C. for 1.5 h. The mixture was cooled to rt and water (40 mL) was added. The solvent was removed in vacuo and the crude product was purified by column chromatography (EtOAc/hexanes)....